This data is from the Open Reaction Database (ORD), a public repository of structured organic reaction records. The task is: describe an organic reaction: reactants, conditions, products, and yield The reactants are CN(C)CCC=C1c2cc(C#N)ccc2C=Cn2cccc21, CO. Yields the product CN(C)CCC=C1c2cc(C=O)ccc2C=Cn2cccc21. As a reaction SMILES: [C:1](#[N:2])[c:3]1[cH:4][c:5]2[c:6]([cH:21][cH:22]1)[CH:7]=[CH:8][n:9]1[c:10]([cH:18][cH:19][cH:20]1)[C:11]2=[CH:12][CH2:13][CH2:14][N:15]([CH3:16])[CH3:17].[CH3:23][OH:24]>>[CH:1]([c:3]1[cH:4][c:5]2[c:6]([cH:21][cH:22]1)[CH:7]=[CH:8][n:9]1[c:10]([cH:18][cH:19][cH:20]1)[C:11]2=[CH:12][CH2:13][CH2:14][N:15]([CH3:16])[CH3:17])=[O:24]. Starting materials: Cl.CN1CC(C(CC1)=O)C(=O)O (1-methyl-4-oxopiperidine-3-carboxylate hydrochloride), C(C)(C)N(CC)C(C)C (diisopropylethylamine), [I-].[Na+] (sodium iodide), Cl.ClCC=1C=NC=CC1 (3-(chloromethyl)pyridine hydrochloride). Solvent: CC#N (CH3CN), C(Cl)Cl (CH2Cl2). Conditions: time 1 hour. Yields the product O=C1C(CN(CC1)CC=1C=NC=CC1)C(=O)OC (methyl 4-oxo-1-(pyridin-3-ylmethyl)piperidine-3-carboxylate). Yield: 100.0%. As a reaction SMILES: Cl.[CH3:2][N:3]1[CH2:8][CH2:7][C:6](=[O:9])[CH:5]([C:10]([OH:12])=[O:11])[CH2:4]1.[CH:13](N(C(C)C)CC)(C)C.[I-].[Na+].Cl.ClC[C:27]1[CH:28]=[N:29][CH:30]=[CH:31][CH:32]=1>CC#N.C(Cl)Cl>[O:9]=[C:6]1[CH2:7][CH2:8][N:3]([CH2:2][C:27]2[CH:28]=[N:29][CH:30]=[CH:31][CH:32]=2)[CH2:4][CH:5]1[C:10]([O:12][CH3:13])=[O:11] |f:0.1,3.4,5.6|. Procedure details: 0.200 g (1.034 mmol) of 1-methyl-4-oxopiperidine-3-carboxylate hydrochloride (commercially available, ABCR), 0.54 mL (3.102 mmol) of diisopropylethylamine, 0.155 g (1.034 mmol) of sodium iodide and 0.170 g (1.034 mmol) of 3-(chloromethyl)pyridine hydrochloride were stirred at 80° C. in 5.0 mL of anhydrous CH3CN. The reaction was monitored by HPLC and UPLC-MS. After 1 h at 80° C., the insoluble inorganic materials were filtered off and the filtrate was concentrated in vacuo to give a yellowish re... Starting materials: BrC=1C=CC(=NC1)C(C)(C)O (2-(5-Bromopyridin-2-yl)propan-2-ol), C(C)(C)(C)P(C1=C(C(=C(C(=C1C)C)C)C)C1=C(C=C(C=C1C(C)C)C(C)C)C(C)C)C(C)(C)C (2-di-t-butylphosphino-3,4,5,6-teramethyl-2′,4′,6′-triisopropylbiphenyl), NC1=NN(C=C1C(N)=O)C1(CCN(CC1)C(=O)OCC(F)(F)F)CC#N (2,2,2-trifluoroethyl 4-(3-amino-4-carbamoyl-1H-pyrazol-1-yl)-4-(cyanomethyl)piperidine-1-carboxylate), BrC=1C=CC(=NC1)C(C)(C)O (2-(5-Bromopyridin-2-yl)propan-2-ol), NC1=NN(C=C1C(N)=O)C1(CCN(CC1)C(=O)OCC(F)(F)F)CC#N (2,2,2-trifluoroethyl 4-(3-amino-4-carbamoyl-1H-pyrazol-1-yl)-4-(cyanomethyl)piperidine-1-carboxylate), P(=O)([O-])([O-])[O-].[K+].[K+].[K+] (potassium phosphate). The reagents and catalysts are C=1C=CC(=CC1)/C=C/C(=O)/C=C/C2=CC=CC=C2.C=1C=CC(=CC1)/C=C/C(=O)/C=C/C2=CC=CC=C2.C=1C=CC(=CC1)/C=C/C(=O)/C=C/C2=CC=CC=C2.[Pd].[Pd] (Pd2(dba)3). Solvent: O1CCOCC1 (1,4-dioxane). Reaction conditions: temperature 90 celsius, time 2 hour. Product: C(N)(=O)C=1C(=NN(C1)C1(CCN(CC1)C(=O)OCC(F)(F)F)CC#N)NC=1C=NC(=CC1)C(C)(C)O (2,2,2-Trifluoroethyl 4-(4-carbamoyl-3-(6-(2-hydroxypropan-2-yl)pyridin-3-ylamino)-1H-pyrazol-1-yl)-4-(cyanomethyl)piperidine-1-carboxylate). RXN SMILES: Br[C:2]1[CH:3]=[CH:4][C:5]([C:8]([OH:11])([CH3:10])[CH3:9])=[N:6][CH:7]=1.[NH2:12][C:13]1[C:17]([C:18](=[O:20])[NH2:19])=[CH:16][N:15]([C:21]2([CH2:35][C:36]#[N:37])[CH2:26][CH2:25][N:24]([C:27]([O:29][CH2:30][C:31]([F:34])([F:33])[F:32])=[O:28])[CH2:23][CH2:22]2)[N:14]=1.C(P(C(C)(C)C)C1C(C)=C(C)C(C)=C(C)C=1C1C(C(C)C)=CC(C(C)C)=CC=1C(C)C)(C)(C)C.P([O-])([O-])([O-])=O.[K+].[K+].[K+]>C1C=CC(/C=C/C(/C=C/C2C=CC=CC=2)=O)=CC=1.C1C=CC(/C=C/C(/C=C/C2C=CC=CC=2)=O)=CC=1.C1C=CC(/C=C/C(/C=C/C2C=CC=CC=2)=O)=CC=1.[Pd].[Pd].O1CCOCC1>[C:18]([C:17]1[C:13]([NH:12][C:2]2[CH:7]=[N:6][C:5]([C:8]([OH:11])([CH3:10])[CH3:9])=[CH:4][CH:3]=2)=[N:14][N:15]([C:21]2([CH2:35][C:36]#[N:37])[CH2:26][CH2:25][N:24]([C:27]([O:29][CH2:30][C:31]([F:34])([F:33])[F:32])=[O:28])[CH2:23][CH2:22]2)[CH:16]=1)(=[O:20])[NH2:19] |f:3.4.5.6,7.8.9.10.11|. Reported procedure: 2-(5-Bromopyridin-2-yl)propan-2-ol (Intermediate 5) (23 mg, 0.11 mmol), 2,2,2-trifluoroethyl 4-(3-amino-4-carbamoyl-1H-pyrazol-1-yl)-4-(cyanomethyl)piperidine-1-carboxylate (Intermediate 35-3) 40 mg, 0.11 mmol), Pd2(dba)3 (10 mg, 0.011 mmol), 2-di-t-butylphosphino-3,4,5,6-teramethyl-2′,4′,6′-triisopropylbiphenyl (15 mg, 0.032 mmol), potassium phosphate (45 mg, 0.21 mmol), and 1,4-dioxane (1.0 mL) were combined in a 4 mL vial. The vial was capped and flushed with argon. The mixture was heated to ... The reactants are C1(CCC1)N1CCC2=C(CC1)C=CC(=C2)OC2=CC=C(C=N2)C(\C=C\N(C)C)=O ((2E)-1-{6-[(3-cyclobutyl-2,3,4,5-tetrahydro-1H-3-benzazepin-7-yl)oxy]-3-pyridinyl}-3-(dimethylamino)-2-propen-1-one), O.NN (hydrazine hydrate). Run in CO (methanol). Yields the product C1(CCC1)N1CCC2=C(CC1)C=CC(=C2)OC2=NC=C(C=C2)C2=CC=NN2 (3-Cyclobutyl-7-{[5-(1H-pyrazol-5-yl)-2-pyridinyl]oxy}-2,3,4,5-tetrahydro-1H-3-benzazepine). RXN SMILES: [CH:1]1([N:5]2[CH2:11][CH2:10][C:9]3[CH:12]=[CH:13][C:14]([O:16][C:17]4[N:22]=[CH:21][C:20]([C:23](=O)/[CH:24]=[CH:25]/[N:26](C)C)=[CH:19][CH:18]=4)=[CH:15][C:8]=3[CH2:7][CH2:6]2)[CH2:4][CH2:3][CH2:2]1.O.[NH2:31]N>CO>[CH:1]1([N:5]2[CH2:11][CH2:10][C:9]3[CH:12]=[CH:13][C:14]([O:16][C:17]4[CH:18]=[CH:19][C:20]([C:23]5[NH:31][N:26]=[CH:25][CH:24]=5)=[CH:21][N:22]=4)=[CH:15][C:8]=3[CH2:7][CH2:6]2)[CH2:2][CH2:3][CH2:4]1 |f:1.2|. Procedure: A mixture of (2E)-1-{6-[(3-cyclobutyl-2,3,4,5-tetrahydro-1H-3-benzazepin-7-yl)oxy]-3-pyridinyl}-3-(dimethylamino)-2-propen-1-one (D53) (195 mg, 0.5 mmol) and hydrazine hydrate (0.4 ml) in methanol (3 ml) was heated at reflux for 24 hours. The reaction mixture was cooled and applied to a SCX ion exchange cartridge (Varian bond-elute, 10 g) and washed with methanol and then a mixture of 0.880 ammonia/methanol (1:9). The combined basic fractions were concentrated in vacuo and the resulting residue ... The reactants are CCCCCC (hexane), BrC1=NC=C(C=C1)Br (2,5-dibromopyridine), COC=1C=C(C=CC1OC)B(O)O (3,4-dimethoxyphenylboronic acid), C([O-])([O-])=O.[Na+].[Na+] (sodium carbonate). Reagents/catalysts: [Pd].C1(=CC=CC=C1)P(C1=CC=CC=C1)C1=CC=CC=C1.C1(=CC=CC=C1)P(C1=CC=CC=C1)C1=CC=CC=C1.C1(=CC=CC=C1)P(C1=CC=CC=C1)C1=CC=CC=C1.C1(=CC=CC=C1)P(C1=CC=CC=C1)C1=CC=CC=C1 (tetrakis(triphenylphosphine)-palladium(0)). Solvent: CCOC(=O)C (AcOEt), COCCOC (ethyleneglycol dimethylether), O (H2O). Reaction conditions: temperature 75 celsius, time 18 hour. Product: BrC=1C=CC(=NC1)C1=CC(=C(C=C1)OC)OC (5-Bromo-2-(3,4-dimethoxyphenyl)pyridine). Isolated yield 75.7%. Reaction SMILES: Br[C:2]1[CH:7]=[CH:6][C:5]([Br:8])=[CH:4][N:3]=1.[CH3:9][O:10][C:11]1[CH:12]=[C:13](B(O)O)[CH:14]=[CH:15][C:16]=1[O:17][CH3:18].C(=O)([O-])[O-].[Na+].[Na+].CCCCCC>COCCOC.O.[Pd].C1(P(C2C=CC=CC=2)C2C=CC=CC=2)C=CC=CC=1.C1(P(C2C=CC=CC=2)C2C=CC=CC=2)C=CC=CC=1.C1(P(C2C=CC=CC=2)C2C=CC=CC=2)C=CC=CC=1.C1(P(C2C=CC=CC=2)C2C=CC=CC=2)C=CC=CC=1.CCOC(C)=O>[Br:8][C:5]1[CH:6]=[CH:7][C:2]([C:14]2[CH:13]=[CH:12][C:11]([O:10][CH3:9])=[C:16]([O:17][CH3:18])[CH:15]=2)=[N:3][CH:4]=1 |f:2.3.4,8.9.10.11.12|. Procedure: To a degassed solution of 2,5-dibromopyridine 35 (0.50 g, 2.11 mmol), 3,4-dimethoxyphenylboronic acid 36 (0.50 g, 2.74 mmol) and sodium carbonate (0.67 g, 6.3 mmol) in ethyleneglycol dimethylether (7 mL) and H2O (2 mL) was added tetrakis(triphenylphosphine)-palladium(0) (0.16 g, 0.14 mmol) and the solution was stirred at 75° C. for 18 h. The reaction mixture was filtered, concentrated, diluted with AcOEt, washed with brine, dried over MgSO4, filtered and concentrated. Flash chromatography of the... Reactants: [Cl-].[Al+3].[Cl-].[Cl-] (aluminum chloride), C(C)(=O)N1CCC(C(=O)Cl)CC1 (N-acetylisonipecotic acid chloride), C(Cl)Cl (methylene chloride). Run in C1=CC(=CC=C1Cl)Cl (diclorobenzene). Reaction conditions: time 2 day. Yields the product ClC=1C=C(C=CC1Cl)C(=O)C1CCN(CC1)C(C)=O ((3,4-Dichlorophenyl)(1-acetylpiperidin-4-yl)methanone). Yield: 36.5%. As a reaction SMILES: [Cl-:1].[Al+3].[Cl-].[Cl-].[C:5]([N:8]1[CH2:16][CH2:15][CH:11]([C:12](Cl)=[O:13])[CH2:10][CH2:9]1)(=[O:7])[CH3:6].[CH2:17]([Cl:19])Cl>C1C(Cl)=CC=C(Cl)C=1>[Cl:1][C:9]1[CH:10]=[C:11]([C:12]([CH:11]2[CH2:15][CH2:16][N:8]([C:5](=[O:7])[CH3:6])[CH2:9][CH2:10]2)=[O:13])[CH:15]=[CH:16][C:17]=1[Cl:19] |f:0.1.2.3|. Procedure details: To a slurry of 53.2 g (0.4 mol) of aluminum chloride in 80 mL of diclorobenzene was added portionwise 38.0 g (0.2 mol) of N-acetylisonipecotic acid chloride (by closed addition method) so as to maintain at 5°-10°. During the addition a total of 50 mL of methylene chloride was added as needed. After the addition was complete the mixture was allowed to come to room temperature and stirred for two days. The mixture was poured onto an excess of crushed ice. The aqueous mixture was extracted several ...